From a dataset of the Open Reaction Database (ORD), a public repository of structured organic reaction records. describe an organic reaction: reactants, conditions, products, and yield Reactants: N#Cc1ccc(B(O)O)cc1, CCOC(=O)c1ccc2c(c1)CC(C)(C)C(c1cc(F)cc(Br)c1)N2, CCOC(C)=O, [Na+], [Na+], O=C([O-])[O-], C1COCCO1. Yields the product CCOC(=O)c1ccc2c(c1)CC(C)(C)C(c1cc(F)cc(-c3ccc(C#N)cc3)c1)N2. Reaction SMILES: [C:26](#[N:27])[c:28]1[cH:29][cH:30][c:31]([B:34]([OH:35])[OH:36])[cH:32][cH:33]1.[CH2:1]([CH3:2])[O:3][C:4](=[O:5])[c:6]1[cH:7][c:8]2[c:13]([cH:14][cH:15]1)[NH:12][CH:11]([c:16]1[cH:17][c:18]([Br:23])[cH:19][c:20]([F:22])[cH:21]1)[C:10]([CH3:24])([CH3:25])[CH2:9]2.[CH3:43][CH2:44][O:45][C:46](=[O:47])[CH3:48].[Na+:37].[Na+:38].[O-:39][C:40](=[O:41])[O-:42].[O:49]1[CH2:50][CH2:51][O:52][CH2:53][CH2:54]1>>[CH2:1]([CH3:2])[O:3][C:4](=[O:5])[c:6]1[cH:7][c:8]2[c:13]([cH:14][cH:15]1)[NH:12][CH:11]([c:16]1[cH:17][c:18](-[c:31]3[cH:30][cH:29][c:28]([C:26]#[N:27])[cH:33][cH:32]3)[cH:19][c:20]([F:22])[cH:21]1)[C:10]([CH3:24])([CH3:25])[CH2:9]2. Starting materials: COC=1C=C2CC(OC(C2=CC1)(C(F)(F)F)C)=O (6-methoxy-1-methyl-1-trifluoromethyl-isochroman-3-one), [BH4-].[Na+] (sodium borohydride), O (water). Run in O1CCCC1 (tetrahydrofuran). Reaction conditions: time 8 hour. Product: COC=1C=C2CC(OC(C2=CC1)(C(F)(F)F)C)O (6-methoxy-1-methyl-1-trifluoromethyl-isochroman-3-ol). Reaction SMILES: [CH3:1][O:2][C:3]1[CH:4]=[C:5]2[C:10](=[CH:11][CH:12]=1)[C:9]([CH3:17])([C:13]([F:16])([F:15])[F:14])[O:8][C:7](=[O:18])[CH2:6]2.[BH4-].[Na+].O>O1CCCC1>[CH3:1][O:2][C:3]1[CH:4]=[C:5]2[C:10](=[CH:11][CH:12]=1)[C:9]([CH3:17])([C:13]([F:14])([F:15])[F:16])[O:8][CH:7]([OH:18])[CH2:6]2 |f:1.2|. Procedure: To a solution 6-methoxy-1-methyl-1-trifluoromethyl-isochroman-3-one (1.50 g, 5.76 mmol) in tetrahydrofuran (30 mL) at 0° C. was added sodium borohydride (0.240 g, 6.34 mmol) followed by boron trifluoride diethyl ether complex (0.992 g, 8.07 mmol). The reaction mixture was warmed to room temperature and was stirred overnight. The reaction mixture was added to water (75 mL) and extracted with methyl-tert-butyl ether (75 mL). The layers were separated and the organic layer was washed with 1N aqueou... Reactants: NC1CCCCC1N, [Cu]I, Cc1cc(C)cc(I)c1, [K+], [K+], O=C([O-])[O-]. The product is Cc1cc(C)cc(NC2CCCCC2N)c1. RXN SMILES: [CH:7]1([NH2:14])[CH:8]([NH2:13])[CH2:9][CH2:10][CH2:11][CH2:12]1.[Cu:24][I:25].[I:15][c:16]1[cH:17][c:18]([CH3:23])[cH:19][c:20]([CH3:22])[cH:21]1.[K+:1].[K+:2].[O-:3][C:4]([O-:5])=[O:6]>>[CH:7]1([NH2:14])[CH:8]([NH:13][c:16]2[cH:17][c:18]([CH3:23])[cH:19][c:20]([CH3:22])[cH:21]2)[CH2:9][CH2:10][CH2:11][CH2:12]1. Reactants: [Br-], CC(C)(C)OC(=O)CBr, CC#N, [I-], [K+], [K+], CC(C)(C)OC(=O)Nc1ccc(-c2ccsc2)cc1NC(=O)c1ccc(N)cc1, [Na+], O=C([O-])[O-]. The product is CC(C)(C)OC(=O)CNc1ccc(C(=O)Nc2cc(-c3ccsc3)ccc2NC(=O)OC(C)(C)C)cc1. As a reaction SMILES: [Br-:47].[Br:36][CH2:37][C:38](=[O:39])[O:40][C:41]([CH3:42])([CH3:43])[CH3:44].[CH3:48][C:49]#[N:50].[I-:45].[K+:30].[K+:31].[NH2:1][c:2]1[cH:3][cH:4][c:5]([C:6](=[O:7])[NH:8][c:9]2[c:10]([NH:20][C:21]([O:22][C:23]([CH3:24])([CH3:25])[CH3:26])=[O:27])[cH:11][cH:12][c:13](-[c:15]3[cH:16][s:17][cH:18][cH:19]3)[cH:14]2)[cH:28][cH:29]1.[Na+:46].[O-:32][C:33]([O-:34])=[O:35]>>[NH:1]([c:2]1[cH:3][cH:4][c:5]([C:6](=[O:7])[NH:8][c:9]2[c:10]([NH:20][C:21]([O:22][C:23]([CH3:24])([CH3:25])[CH3:26])=[O:27])[cH:11][cH:12][c:13](-[c:15]3[cH:16][s:17][cH:18][cH:19]3)[cH:14]2)[cH:28][cH:29]1)[CH2:37][C:38](=[O:39])[O:40][C:41]([CH3:42])([CH3:43])[CH3:44]. Starting materials: COC(C)OC(=O)CC(C)=O, CC(C)O, COCCOC(=O)C1=C(C)NC(C)=C(C(=O)OC(C)C)C1c1cccc([N+](=O)[O-])c1Cl, O=Cc1cccc([N+](=O)[O-])c1Cl, CC(N)=CC(=O)OC(C)C. The product is COCCOC(=O)C1=C(C)NC(C)=C(C(=O)OC(C)C)C1c1cccc(N)c1Cl. RXN SMILES: [C:54]([O:55][CH:56]([O:57][CH3:58])[CH3:59])(=[O:60])[CH2:61][C:62]([CH3:63])=[O:64].[CH3:65][CH:66]([OH:67])[CH3:68].[Cl:1][c:2]1[c:3]([CH:11]2[C:12]([C:26](=[O:27])[O:28][CH:29]([CH3:30])[CH3:31])=[C:13]([CH3:25])[NH:14][C:15]([CH3:24])=[C:16]2[C:17](=[O:18])[O:19][CH2:20][CH2:21][O:22][CH3:23])[cH:4][cH:5][cH:6][c:7]1[N+:8]([O-:9])=[O:10].[Cl:32][c:33]1[c:34]([N+:35]([O-:36])=[O:37])[cH:38][cH:39][cH:40][c:41]1[CH:42]=[O:43].[NH2:44][C:45]([CH3:46])=[CH:47][C:48]([O:49][CH:50]([CH3:51])[CH3:52])=[O:53]>>[Cl:1][c:2]1[c:3]([CH:11]2[C:12]([C:26](=[O:27])[O:28][CH:29]([CH3:30])[CH3:31])=[C:13]([CH3:25])[NH:14][C:15]([CH3:24])=[C:16]2[C:17](=[O:18])[O:19][CH2:20][CH2:21][O:22][CH3:23])[cH:4][cH:5][cH:6][c:7]1[NH2:8]. The reactants are 157, CN(CCCNC=O)C (N-(3-dimethylaminopropyl)formamide), C(C)N(C1=CC=CC=C1)CCCl (N-ethyl-N-(2-chloroethyl)aniline). Solvent: O (water), O (water). Reaction conditions: temperature 80 celsius. Product: [Cl-].C[N+](CCCNC=O)(CCN(C1=CC=CC=C1)CC)C (N,N-dimethyl-N-2-(N'-ethylanilino)ethyl-N-3-formamidopropylammonium chloride). As a reaction SMILES: [CH3:1][N:2]([CH3:9])[CH2:3][CH2:4][CH2:5][NH:6][CH:7]=[O:8].[CH2:10]([N:12]([CH2:19][CH2:20][Cl:21])[C:13]1[CH:18]=[CH:17][CH:16]=[CH:15][CH:14]=1)[CH3:11]>O>[Cl-:21].[CH3:1][N+:2]([CH3:9])([CH2:20][CH2:19][N:12]([CH2:10][CH3:11])[C:13]1[CH:18]=[CH:17][CH:16]=[CH:15][CH:14]=1)[CH2:3][CH2:4][CH2:5][NH:6][CH:7]=[O:8] |f:3.4|. Procedure details: A stirred mixture of 157 parts of N-(3-dimethylaminopropyl)formamide in 20.0 parts of water was heated to 80° C. and over a period of one and one half hours there was added 171 parts of N-ethyl-N-(2-chloroethyl)aniline. The reaction mixture was heated at 95°-100° C. until a small sample when diluted with water gave a clear solution. After about seven hours of heating at 95°-100° C. there was obtained N,N-dimethyl-N-2-(N'-ethylanilino)ethyl-N-3-formamidopropylammonium chloride in the form of an a... RXN SMILES: [F:1][C:2]([c:3]1[cH:4][c:5]([C:9]2([OH:15])[CH2:10][CH2:11][NH:12][CH2:13][CH2:14]2)[cH:6][cH:7][cH:8]1)([F:16])[F:17].[F:23][C:24]([CH2:25][C:26]([OH:27])=[O:28])([F:29])[F:30].[Na+:18].[OH:19][C:20](=[O:21])[O-:22]>>[F:1][C:2]([c:3]1[cH:4][c:5]([C:9]2=[CH:10][CH2:11][NH:12][CH2:13][CH2:14]2)[cH:6][cH:7][cH:8]1)([F:16])[F:17]. Product: FC(F)(F)c1cccc(C2=CCNCC2)c1. Starting materials: OC1(c2cccc(C(F)(F)F)c2)CCNCC1, O=C(O)CC(F)(F)F, [Na+], O=C([O-])O.